This data is from the Open Reaction Database (ORD), a public repository of structured organic reaction records. The task is: describe an organic reaction: reactants, conditions, products, and yield Starting materials: C(C)(=O)O[BH-](OC(C)=O)OC(C)=O.[Na+] (sodium triacetoxyborohydride), C(=O)(O)[O-].[Na+] (NaHCO3), [N+](=O)([O-])C=1C=CC(=NC1)C=O (5-Nitro-pyridine-2-carbaldehyde), CO[C@@H]1CNCC1 ((S)-3-methoxy-pyrrolidine), C(C)(=O)O (acetic acid). The solvent is O (water), ClCCl (dichloromethane). Conditions: time 30 minute. Product: CO[C@@H]1CN(CC1)CC1=NC=C(C=C1)[N+](=O)[O-] (2-((S)-3-Methoxy-pyrrolidin-1-ylmethyl)-5-nitro-pyridine). The yield is 40.5%. RXN SMILES: [N+:1]([C:4]1[CH:5]=[CH:6][C:7]([CH:10]=O)=[N:8][CH:9]=1)([O-:3])=[O:2].[CH3:12][O:13][C@H:14]1[CH2:18][CH2:17][NH:16][CH2:15]1.C(O)(=O)C.C(O[BH-](OC(=O)C)OC(=O)C)(=O)C.[Na+].C([O-])(O)=O.[Na+]>ClCCl.O>[CH3:12][O:13][C@H:14]1[CH2:18][CH2:17][N:16]([CH2:10][C:7]2[CH:6]=[CH:5][C:4]([N+:1]([O-:3])=[O:2])=[CH:9][N:8]=2)[CH2:15]1 |f:3.4,5.6|. Reported procedure: To a stirred solution of 31 (0.4 g, 2.6 mmol) and (S)-3-methoxy-pyrrolidine (0.4 g, 3.2 mmol) in dichloromethane (10 mL) was added acetic acid (0.01 mL, 0.25 mmol). After 30 minutes, sodium triacetoxyborohydride (1.1 g, 5.3 mmol) was added to the above mixture and stirred at rt for 15 minutes. The reaction mixture was diluted with water (10 mL), treated with saturated NaHCO3 solution to get pH˜8 and extracted with dichloromethane (2×20 mL). The combined organic layers were washed with brine (50 ... Starting materials: C(C)(=O)O[C@@H]1CC2=CC[C@H]3[C@@H]4CC[C@H]([C@@H](CCC(C(C)C)=O)C)[C@]4(CC[C@@H]3[C@]2(CC1)C)C (24-oxocholesterol acetate), C(=O)(O)[O-].[Na+] (NaHCO3), CC1(C(=O)N(C(=O)N1Br)Br)C (dibromantin). Reaction conditions: temperature 70 celsius. The product is C(C)(=O)O[C@@H]1CC2=CC=C3[C@@H]4CC[C@H]([C@@H](CCC(C(C)C)=O)C)[C@]4(CC[C@@H]3[C@]2(CC1)C)C (5,7-diene). As a reaction SMILES: [C:1]([O:4][C@H:5]1[CH2:30][CH2:29][C@@:28]2([CH3:31])[C:7](=[CH:8][CH2:9][C@@H:10]3[C@@H:27]2[CH2:26][CH2:25][C@@:24]2([CH3:32])[C@H:11]3[CH2:12][CH2:13][C@@H:14]2[C@H:15]([CH3:23])[CH2:16][CH2:17][C:18](=[O:22])[CH:19]([CH3:21])[CH3:20])[CH2:6]1)(=[O:3])[CH3:2].C([O-])(O)=O.[Na+].CC1(C)N(Br)C(=O)N(Br)C1=O>>[C:1]([O:4][C@H:5]1[CH2:30][CH2:29][C@@:28]2([CH3:31])[C:7](=[CH:8][CH:9]=[C:10]3[C@@H:27]2[CH2:26][CH2:25][C@@:24]2([CH3:32])[C@H:11]3[CH2:12][CH2:13][C@@H:14]2[C@H:15]([CH3:23])[CH2:16][CH2:17][C:18](=[O:22])[CH:19]([CH3:21])[CH3:20])[CH2:6]1)(=[O:3])[CH3:2] |f:1.2|. Procedure details: A solution containing 80 mg of 24-oxocholesterol acetate, 50 mg of NaHCO3, and 40 mg of dibromantin in 3 ml of Shellysolve B was heated to 70° C. under nitrogen for 30 min. The solution was cooled, the precipitate removed by filtration, and solvent was evaporated. The residue was redissolved in 2 ml of xylene and 0.2 ml of s-collidine and refluxed at 145° C. under nitrogen for 90 min. After cooling, the solution was diluted with benzene/ether, washed with 2% HCl and sat. NaCl solution, dried and... Reported procedure: Synthesis substrates 9H-pyrrolo[1,2-a]indole and 9H-pyrrolol[1,2-a]indol-9-one and their derivatives are prepared in accordance with the general methods of Josey and Jenner, J. Org. Chem., 27 (1962) 2466 and Mazzola et al., J. Org. Chem., 32 (1967) 486. The process involves condensation of a substituted or unsubstituted methyl anthranilate (Aldrich Chemical, Inc.) with 2,5-dimethoxytetrahydrofuran (Aldrich Chemical, Inc.) in glacial acetic acid. Ester hydrolysis of the resulting 1-(2-methoxycarb... The solvent is acetic acid. Ester, alcohol. The product is C(=O)(O)C1=C(C=CC=C1)N1C=CC=C1 (1-(2-carboxyphenyl)pyrrole). The reactants are C=1C=CN2C1CC=1C=CC=CC21 (9H-pyrrolo[1,2-a]indole), 9H-pyrrolol[1,2-a]indol-9-one, substituted or unsubstituted methyl anthranilate, COC1OC(CC1)OC (2,5-dimethoxytetrahydrofuran), COC(=O)C1=C(C=CC=C1)N1C=CC=C1 (1-(2-methoxycarbonylphenyl)pyrrole), [K] (potassium), [OH-].[Na+] (sodium hydroxide). As a reaction SMILES: C1C=CN2C3C=CC=CC=3CC=12.COC1CCC(OC)O1.C[O:23][C:24]([C:26]1[CH:31]=[CH:30][CH:29]=[CH:28][C:27]=1[N:32]1[CH:36]=[CH:35][CH:34]=[CH:33]1)=[O:25].[K].[OH-].[Na+]>>[C:24]([C:26]1[CH:31]=[CH:30][CH:29]=[CH:28][C:27]=1[N:32]1[CH:36]=[CH:35][CH:34]=[CH:33]1)([OH:25])=[O:23] |f:4.5,^1:36|. Reactants: OC=C1C(NC2=CC(=CC=C12)C(=O)C=1C=C(C=CC1)NC(=O)C=1N(N=C(C1)C)CC)=O (2-Ethyl-5-methyl-2H-pyrazole-3-carboxylic acid [3-(3-hydroxymethylene-2-oxo-2,3-dihydro-1H-indole-6-carbonyl)-phenyl]-amide), C1CCOC1 (THF), N1(CCCC1)CC1=CC=C(C=C1)N (4-Pyrrolidin-1-ylmethyl-phenylamine). The solvent is CCOC(=O)C (EtOAc), CCCCCC (Hexane). Conditions: temperature 65 celsius, time 24 hour. Product: O=C1NC2=CC(=CC=C2C1=CNC1=CC=C(C=C1)CN1CCCC1)C(=O)C=1C=C(C=CC1)NC(=O)C=1N(N=C(C1)C)CC (2-Ethyl-5-methyl-2H-pyrazole-3-carboxylic acid (3-{2-oxo-3-[(4-pyrrolidin-1-ylmethyl-phenylamino)-methylene]-2,3-dihydro-1H-indole-6-carbonyl}-phenyl)-amide). The yield is 25.0%. RXN SMILES: O[CH:2]=[C:3]1[C:11]2[C:6](=[CH:7][C:8]([C:12]([C:14]3[CH:15]=[C:16]([NH:20][C:21]([C:23]4[N:24]([CH2:29][CH3:30])[N:25]=[C:26]([CH3:28])[CH:27]=4)=[O:22])[CH:17]=[CH:18][CH:19]=3)=[O:13])=[CH:9][CH:10]=2)[NH:5][C:4]1=[O:31].C1COCC1.[N:37]1([CH2:42][C:43]2[CH:48]=[CH:47][C:46]([NH2:49])=[CH:45][CH:44]=2)[CH2:41][CH2:40][CH2:39][CH2:38]1>CCOC(C)=O.CCCCCC>[O:31]=[C:4]1[C:3](=[CH:2][NH:49][C:46]2[CH:45]=[CH:44][C:43]([CH2:42][N:37]3[CH2:41][CH2:40][CH2:39][CH2:38]3)=[CH:48][CH:47]=2)[C:11]2[C:6](=[CH:7][C:8]([C:12]([C:14]3[CH:15]=[C:16]([NH:20][C:21]([C:23]4[N:24]([CH2:29][CH3:30])[N:25]=[C:26]([CH3:28])[CH:27]=4)=[O:22])[CH:17]=[CH:18][CH:19]=3)=[O:13])=[CH:9][CH:10]=2)[NH:5]1. Procedure: A small screw cap test tube was charged with 2-Ethyl-5-methyl-2H-pyrazole-3-carboxylic acid [3-(3-hydroxymethylene-2-oxo-2,3-dihydro-1H-indole-6-carbonyl)-phenyl]-amide (as prepared in Example 69, 100 mg, 0.2401 mmol) and THF (3.0 mL). To the resulting solution was added 4-Pyrrolidin-1-ylmethyl-phenylamine (42.3 mg, 0.24 mmol), and the mixture was stirred for 24 h at 65° C. Subsequently, the reaction mixture was cooled to room temperature and diluted with EtOAc (˜5 mL) and Hexane (˜50 mL). The p... Reactants: C(C)(C)(C)OC1(C(OCC[C@H]2[C@H](C2)C2CCN(CC2)C(=O)OCC2=CC=CC=C2)C=C(C=C1CC=O)F)F (Benzyl 4-{(1R,2S)-2-[2-(2-tert-butoxy-2-oxoethyl-2,5-difluorophenoxy)ethyl]cyclopropyl}piperidine-1-carboxylate), C(=O)(C(F)(F)F)O (TFA). Run in ClCCl (dichloromethane). Run at time 3.5 hour. Yields the product C(C1=CC=CC=C1)OC(=O)N1CCC(CC1)[C@@H]1[C@@H](C1)CCOC1=CC(=C(C=C1F)CC(=O)O)F ((4-{2-[(1S,2R)-2-{1-[(benzyloxy)carbonyl]piperidin-4-yl}cyclopropyl]ethoxy}-2,5-difluorophenyl)acetic acid). RXN SMILES: C(O[C:6]1([F:38])[C:33](CC=O)=[CH:32][C:31]([F:37])=[CH:30][CH:7]1[O:8][CH2:9][CH2:10][C@@H:11]1[CH2:13][C@@H:12]1[CH:14]1[CH2:19][CH2:18][N:17]([C:20]([O:22][CH2:23][C:24]2[CH:29]=[CH:28][CH:27]=[CH:26][CH:25]=2)=[O:21])[CH2:16][CH2:15]1)(C)(C)C.[C:39]([OH:45])([C:41](F)(F)F)=[O:40]>ClCCl>[CH2:23]([O:22][C:20]([N:17]1[CH2:16][CH2:15][CH:14]([C@H:12]2[CH2:13][C@H:11]2[CH2:10][CH2:9][O:8][C:7]2[C:6]([F:38])=[CH:33][C:32]([CH2:41][C:39]([OH:45])=[O:40])=[C:31]([F:37])[CH:30]=2)[CH2:19][CH2:18]1)=[O:21])[C:24]1[CH:25]=[CH:26][CH:27]=[CH:28][CH:29]=1. Reported procedure: Benzyl 4-{(1R,2S)-2-[2-(2-tert-butoxy-2-oxoethyl-2,5-difluorophenoxy)ethyl]cyclopropyl}piperidine-1-carboxylate (0.350 g, 0.661 ml) was dissolved in dichloromethane (1.5 ml) and TFA (1.5 ml) added. The mixture was stirred at RT for 3.5 h and the volatiles removed under vacuum to afford the title compound. LC/MS (m/z): 474.3 (M+H)+.